This data is from the Open Reaction Database (ORD), a public repository of structured organic reaction records. The task is: describe an organic reaction: reactants, conditions, products, and yield The reactants are CCC[C@@H](C(=O)OCC)N[C@@H](C)C(=O)O (N-[(S)-ethoxycarbonyl-1-butyl]-(S)-alanine), N1(C=NC=C1)S(=O)Cl (1H-imidazole-1-sulphinyl chloride). The solvent is ClCCl (dichloromethane). Reaction conditions: time 1 hour. The product is C[C@@H]1N(S(OC1=O)=O)[C@H](C(=O)OCC)CCC (Ethyl(2S)-2-[(4S)-4-methyl-2-oxido-5-oxo-1,2,3-oxathiazolidin-3-yl]-pentanoate). RXN SMILES: [CH3:1][CH2:2][CH2:3][C@H:4]([NH:10][C@H:11]([C:13]([OH:15])=[O:14])[CH3:12])[C:5]([O:7][CH2:8][CH3:9])=[O:6].N1([S:21](Cl)=[O:22])C=CN=C1>ClCCl>[CH3:12][C@H:11]1[C:13](=[O:15])[O:14][S:21](=[O:22])[N:10]1[C@@H:4]([CH2:3][CH2:2][CH3:1])[C:5]([O:7][CH2:8][CH3:9])=[O:6]. Procedure: Introduce into a reactor 200 g of N-[(S)-ethoxycarbonyl-1-butyl]-(S)-alanine and 1.5 liters of dichloromethane and then, at 0° C., add 325 g of 1H-imidazole-1-sulphinyl chloride. Subsequently, bring the reaction mixture to ambient temperature and then, after stirring for 1 hour, filter off the precipitate formed. The filtrate obtained is evaporated to dryness to yield the expected product in the form of an oil. The reactants are NC1=CC=C(C=C1)CC(=O)N (4-aminophenylacetamide), S(O)(O)(=O)=O (Sulfuric acid), NC1=CC=C(C=C1)CC(=O)O (4-aminophenylacetic acid), 02/08247 A2, 03/051909 A2. Run in CO (Methanol). Run at temperature 50 celsius, time 1 hour. The product is S(=O)(=O)(O)O.NC1=CC=C(C=C1)CC(=O)OC (methyl 4-aminophenylacetate hydrogensulfate). Yield: 80.0%. Reaction SMILES: N[C:2]1C=CC(CC(N)=O)=CC=1.[NH2:12][C:13]1[CH:18]=[CH:17][C:16]([CH2:19][C:20]([OH:22])=[O:21])=[CH:15][CH:14]=1.[S:23](=[O:27])(=[O:26])([OH:25])[OH:24]>CO>[S:23]([OH:27])([OH:26])(=[O:25])=[O:24].[NH2:12][C:13]1[CH:14]=[CH:15][C:16]([CH2:19][C:20]([O:22][CH3:2])=[O:21])=[CH:17][CH:18]=1 |f:4.5|. Procedure: The 4-aminophenylacetamide used in this example was obtained according to patent literature WO 02/08247 A2 or WO 03/051909 A2. Procedure was as follows: Methanol (200 mL) was charged to 4-aminophenylacetic acid (Aldrich) (25 g, 0.165 mol). Sulfuric acid (18 mL concentrated, 0.648 mol) was added maintaining the temperature <20° C. The mixture was then refluxed for one hour and concentrated by distillation at atmospheric pressure until the volume of 140 mL. The mixture was then cooled to 50° C. an... The reactants are COC1=CC=CC=2C=C(OC21)C(=O)O (7-methoxybenzofuran-2-carboxylic acid), C1(CCC1)N (cyclobutylamine). Product: C1(CCC1)NC(=O)C=1OC2=C(C1)C=CC=C2OC (N-Cyclobutyl-7-methoxybenzofuran-2-carboxamide). As a reaction SMILES: [CH3:1][O:2][C:3]1[C:11]2[O:10][C:9]([C:12]([OH:14])=O)=[CH:8][C:7]=2[CH:6]=[CH:5][CH:4]=1.[CH:15]1([NH2:19])[CH2:18][CH2:17][CH2:16]1>>[CH:15]1([NH:19][C:12]([C:9]2[O:10][C:11]3[C:3]([O:2][CH3:1])=[CH:4][CH:5]=[CH:6][C:7]=3[CH:8]=2)=[O:14])[CH2:18][CH2:17][CH2:16]1. Procedure: Substantially the same procedure as in Example 219 was repeated using a starting material, 7-methoxybenzofuran-2-carboxylic acid, and cyclobutylamine to give N-Cyclobutyl-7-methoxybenzofuran-2-carboxamide (Compound 289a). Successively, it was formylated to give N-cyclobutyl-4-formyl-7-methoxybenzofuran-2-carboxamide (Compound 289b), then compound 289b was reacted with methylamine hydrochloride to give Compound 289 as a white solid. Starting materials: CC(=O)[O-], Cc1ncccc1B(O)O, CC#N, Fc1ccc(-n2ncnc2-c2cc3c(s2)-c2nc(Cl)ccc2OCC3)c(F)c1, [K+], O, c1ccc(P(c2ccccc2)(c2ccccc2)[Pd](P(c2ccccc2)(c2ccccc2)c2ccccc2)(P(c2ccccc2)(c2ccccc2)c2ccccc2)P(c2ccccc2)(c2ccccc2)c2ccccc2)cc1. Yields the product Cc1ncccc1-c1ccc2c(n1)-c1sc(-c3ncnn3-c3ccc(F)cc3F)cc1CCO2. As a reaction SMILES: [CH3:30][C:31](=[O:32])[O-:33].[CH3:34][c:35]1[n:36][cH:37][cH:38][cH:39][c:40]1[B:41]([OH:42])[OH:43].[CH3:44][C:45]#[N:46].[Cl:1][c:2]1[cH:3][cH:4][c:5]2[c:11]([n:12]1)-[c:10]1[c:9]([cH:15][c:14](-[c:16]3[n:17][cH:18][n:19][n:20]3-[c:21]3[c:22]([F:28])[cH:23][c:24]([F:27])[cH:25][cH:26]3)[s:13]1)[CH2:8][CH2:7][O:6]2.[K+:29].[OH2:47].[cH:48]1[cH:49][cH:50][c:51]([P:52]([Pd:53]([P:54]([c:55]2[cH:56][cH:57][cH:58][cH:59][cH:60]2)([c:61]2[cH:62][cH:63][cH:64][cH:65][cH:66]2)[c:67]2[cH:68][cH:69][cH:70][cH:71][cH:72]2)([P:73]([c:74]2[cH:75][cH:76][cH:77][cH:78][cH:79]2)([c:80]2[cH:81][cH:82][cH:83][cH:84][cH:85]2)[c:86]2[cH:87][cH:88][cH:89][cH:90][cH:91]2)[P:92]([c:93]2[cH:94][cH:95][cH:96][cH:97][cH:98]2)([c:99]2[cH:100][cH:101][cH:102][cH:103][cH:104]2)[c:105]2[cH:106][cH:107][cH:108][cH:109][cH:110]2)([c:111]2[cH:112][cH:113][cH:114][cH:115][cH:116]2)[c:117]2[cH:118][cH:119][cH:120][cH:121][cH:122]2)[cH:123][cH:124]1>>[c:2]1(-[c:40]2[c:35]([CH3:34])[n:36][cH:37][cH:38][cH:39]2)[cH:3][cH:4][c:5]2[c:11]([n:12]1)-[c:10]1[c:9]([cH:15][c:14](-[c:16]3[n:17][cH:18][n:19][n:20]3-[c:21]3[c:22]([F:28])[cH:23][c:24]([F:27])[cH:25][cH:26]3)[s:13]1)[CH2:8][CH2:7][O:6]2. The reactants are P12(=S)SP3(=S)SP(=S)(S1)SP(=S)(S2)S3 (phosphorus pentasulfide), IC1=CC=C(C(=O)NNC(C2=CC=C(C=C2)N2CCN(CC2)C2CCC(CC2)C)=O)C=C1 (N′-(4-iodobenzoyl)-4-[4-(4-methylcyclohexyl)-1-piperazinyl]benzohydrazide), [OH-].[Na+] (sodium hydroxide). The solvent is N1=CC=CC=C1 (pyridine), O (water). Reaction conditions: temperature 120 celsius, time 2.5 hour. Product: IC1=CC=C(C=C1)C1=NN=C(S1)C1=CC=C(C=C1)N1CCN(CC1)C1CCC(CC1)C (1-[4-[5-(4-iodophenyl)-1,3,4-thiadiazol-2-yl]phenyl]-4-(4-methylcyclohexyl)piperazine). The yield is 119.7%. RXN SMILES: [I:1][C:2]1[CH:32]=[CH:31][C:5]([C:6]([NH:8][NH:9][C:10](=O)[C:11]2[CH:16]=[CH:15][C:14]([N:17]3[CH2:22][CH2:21][N:20]([CH:23]4[CH2:28][CH2:27][CH:26]([CH3:29])[CH2:25][CH2:24]4)[CH2:19][CH2:18]3)=[CH:13][CH:12]=2)=O)=[CH:4][CH:3]=1.P12(SP3(SP(SP(S3)(S1)=S)(=S)S2)=S)=[S:34].[OH-].[Na+]>N1C=CC=CC=1.O>[I:1][C:2]1[CH:32]=[CH:31][C:5]([C:6]2[S:34][C:10]([C:11]3[CH:16]=[CH:15][C:14]([N:17]4[CH2:22][CH2:21][N:20]([CH:23]5[CH2:28][CH2:27][CH:26]([CH3:29])[CH2:25][CH2:24]5)[CH2:19][CH2:18]4)=[CH:13][CH:12]=3)=[N:9][N:8]=2)=[CH:4][CH:3]=1 |f:2.3|. Procedure: A suspension of N′-(4-iodobenzoyl)-4-[4-(4-methylcyclohexyl)-1-piperazinyl]benzohydrazide (22.95 g) in pyridine (459 ml) was treated with phosphorus pentasulfide (11.2 g) and stirred at 120° C. for 2.5 hours. The reaction mixture was added a solution of sodium hydroxide (510 g) in water (9200 ml). The resulting precipitate was collected, washed with acetone. The powder was recrystallized from THF (800 ml) and dried to give 1-[4-[5-(4-iodophenyl)-1,3,4-thiadiazol-2-yl]phenyl]-4-(4-methylcyclohexy...